This data is from the Open Reaction Database (ORD), a public repository of structured organic reaction records. The task is: describe an organic reaction: reactants, conditions, products, and yield Starting materials: C(OCC1=CC(=CC=C1)Cl)(=O)Cl (3-chlorobenzyl carbonochloridate), C(#N)C1=CC=C(C=C1)N1C[C@H](CCC1)N[C@H]1[C@@H](CCCC1)NC(CC1=CN(C2=CC=CC=C12)C)=O (N-((1R,2R)-2-((S)-1-(4-Cyanophenyl)piperidin-3-ylamino)cyclohexyl)-2-(1-methyl-1H-indol-3-yl)acetamide), C(#N)C1=CC=C(C=C1)N1C[C@H](CCC1)N[C@H]1[C@@H](CCCC1)NC(CC1=CN(C2=CC=CC=C12)C)=O (N-((1R,2R)-2-((S)-1-(4-Cyanophenyl)piperidin-3-ylamino)cyclohexyl)-2-(1-methyl-1H-indol-3-yl)acetamide). Product: C(#N)C1=CC=C(C=C1)N1C[C@H](CCC1)N[C@H]1[C@@H](CCCC1)NC(OCC1=CC(=CC=C1)Cl)=O (3-Chlorobenzyl (1R,2R)-2-((S)-1-(4-cyanophenyl)piperidin-3-ylamino)cyclohexylcarbamate), white solid. Yield: 21.3%. As a reaction SMILES: [C:1]([C:3]1[CH:8]=[CH:7][C:6]([N:9]2[CH2:14][CH2:13][CH2:12][C@H:11]([NH:15][C@@H:16]3[CH2:21][CH2:20][CH2:19][CH2:18][C@H:17]3[NH:22][C:23](=[O:35])CC3C4C(=CC=CC=4)N(C)C=3)[CH2:10]2)=[CH:5][CH:4]=1)#[N:2].C(Cl)(=O)[O:37][CH2:38][C:39]1[CH:44]=[CH:43][CH:42]=[C:41]([Cl:45])[CH:40]=1>>[C:1]([C:3]1[CH:8]=[CH:7][C:6]([N:9]2[CH2:14][CH2:13][CH2:12][C@H:11]([NH:15][C@@H:16]3[CH2:21][CH2:20][CH2:19][CH2:18][C@H:17]3[NH:22][C:23](=[O:35])[O:37][CH2:38][C:39]3[CH:44]=[CH:43][CH:42]=[C:41]([Cl:45])[CH:40]=3)[CH2:10]2)=[CH:5][CH:4]=1)#[N:2]. Procedure details: 3-Chlorobenzyl (1R,2R)-2-((S)-1-(4-cyanophenyl)piperidin-3-ylamino)cyclohexylcarbamate was synthesized using 4-((S)-3-((1R,2R)-2-aminocyclohexylamino)piperidin-1-yl)benzonitrile (from intermediate D, Example 10) (60 mg, 0.20 mmol) and 3-chlorobenzyl carbonochloridate (68 mg, 0.22 mmol) according to General Procedure H to give 20 mg (21.3%) of white solid. Anal. Calcd. for C26H31ClN4O2 m/z 466.2, found: 467.2 (M+H)+; 1H NMR (400 MHz, CD3OD) δ ppm 7.46 (d, J=8.8 Hz, 2H), 7.35 (m, 1H), 7.30 (m, 4H)... The reactants are C(C)(=O)C1=C(C=NC=C1)Cl (4-acetyl-3-chloropyridine), C(CCC)(=O)NN (butyric acid hydrazide). Solvent: C(C)O (ethanol). Yields the product ClC=1C=NC=CC1C(C)=NNC(CCC)=O (butyric acid [1-(3-chloro-4-pyridinyl)ethylidene]hydrazide). Yield: 25.0%. Reaction SMILES: [C:1]([C:4]1[CH:9]=[CH:8][N:7]=[CH:6][C:5]=1[Cl:10])(=O)[CH3:2].[C:11]([NH:16][NH2:17])(=[O:15])[CH2:12][CH2:13][CH3:14]>C(O)C>[Cl:10][C:5]1[CH:6]=[N:7][CH:8]=[CH:9][C:4]=1[C:1](=[N:17][NH:16][C:11](=[O:15])[CH2:12][CH2:13][CH3:14])[CH3:2]. Procedure details: A mixture of 5.20 gm (0.0335 mole) of 4-acetyl-3-chloropyridine, 3.43 gm (0.0336 mole) of butyric acid hydrazide and 100 ml of ethanol was refluxed 18 hr. The mixture was chilled in the freezer. The solid which separated was collected to give 2.01 gm (25%) of white solid having a melting point of 103.8° C.